From a dataset of the Open Reaction Database (ORD), a public repository of structured organic reaction records. describe an organic reaction: reactants, conditions, products, and yield Starting materials: O=C([O-])[O-], CC1(C)c2cccc(P(c3ccccc3)c3ccccc3)c2Oc2c(P(c3ccccc3)c3ccccc3)cccc21, FC(F)(F)c1cnc(Cl)cc1I, [Cs+], [Cs+], CNC(=O)c1c(N)cccc1OC, CC(=O)[O-], CC(=O)[O-], C1COCCO1, [Pd+2]. Product: CNC(=O)c1c(Nc2cc(Cl)ncc2C(F)(F)F)cccc1OC. Reaction SMILES: [C:68](=[O:69])([O-:70])[O-:71].[CH3:26][C:27]1([CH3:28])[c:29]2[cH:30][cH:31][cH:32][c:33]([P:34]([c:35]3[cH:36][cH:37][cH:38][cH:39][cH:40]3)[c:41]3[cH:42][cH:43][cH:44][cH:45][cH:46]3)[c:47]2[O:48][c:49]2[c:50]1[cH:51][cH:52][cH:53][c:54]2[P:55]([c:56]1[cH:57][cH:58][cH:59][cH:60][cH:61]1)[c:62]1[cH:63][cH:64][cH:65][cH:66][cH:67]1.[Cl:1][c:2]1[n:3][cH:4][c:5]([C:9]([F:10])([F:11])[F:12])[c:6]([I:8])[cH:7]1.[Cs+:72].[Cs+:73].[NH2:13][c:14]1[c:15]([C:16](=[O:17])[NH:18][CH3:19])[c:20]([O:24][CH3:25])[cH:21][cH:22][cH:23]1.[O-:81][C:82]([CH3:83])=[O:84].[O-:85][C:86]([CH3:87])=[O:88].[O:74]1[CH2:75][CH2:76][O:77][CH2:78][CH2:79]1.[Pd+2:80]>>[Cl:1][c:2]1[n:3][cH:4][c:5]([C:9]([F:10])([F:11])[F:12])[c:6]([NH:13][c:14]2[c:15]([C:16](=[O:17])[NH:18][CH3:19])[c:20]([O:24][CH3:25])[cH:21][cH:22][cH:23]2)[cH:7]1.